Dataset: the Open Reaction Database (ORD), a public repository of structured organic reaction records. Task: describe an organic reaction: reactants, conditions, products, and yield Starting materials: C1CCOC1, Nc1ccc2cccc(O)c2n1, OCc1ccccc1. The product is Nc1ccc2cccc(OCc3ccccc3)c2n1. As a reaction SMILES: [CH2:21]1[O:22][CH2:23][CH2:24][CH2:25]1.[NH2:1][c:2]1[n:3][c:4]2[c:5]([OH:12])[cH:6][cH:7][cH:8][c:9]2[cH:10][cH:11]1.[OH:13][CH2:14][c:15]1[cH:16][cH:17][cH:18][cH:19][cH:20]1>>[NH2:1][c:2]1[n:3][c:4]2[c:5]([O:12][CH2:14][c:15]3[cH:16][cH:17][cH:18][cH:19][cH:20]3)[cH:6][cH:7][cH:8][c:9]2[cH:10][cH:11]1.